Dataset: the Open Reaction Database (ORD), a public repository of structured organic reaction records. Task: describe an organic reaction: reactants, conditions, products, and yield Conditions: temperature -78 celsius, time 2 hour. The yield is 39.0%. As a reaction SMILES: Br[C:2]1[C:15]2[C:16]3=[C:17]4[C:12](=[CH:13][CH:14]=2)[CH:11]=[CH:10][CH:9]=[C:8]4[CH:7]=[CH:6][C:5]3=[CH:4][CH:3]=1.[Li]CCCC.[Cl-].[C:24]1([PH:30][C:31]2[CH:36]=[CH:35][CH:34]=[CH:33][CH:32]=2)[CH:29]=[CH:28][CH:27]=[CH:26][CH:25]=1.[NH4+].[Cl-]>C1COCC1>[C:31]1([P:30]([C:24]2[CH:25]=[CH:26][CH:27]=[CH:28][CH:29]=2)[C:2]2[C:15]3[C:16]4=[C:17]5[C:12](=[CH:13][CH:14]=3)[CH:11]=[CH:10][CH:9]=[C:8]5[CH:7]=[CH:6][C:5]4=[CH:4][CH:3]=2)[CH:32]=[CH:33][CH:34]=[CH:35][CH:36]=1 |f:2.3,4.5|. Solvent: C1CCOC1 (THF). Yields the product C1(=CC=CC=C1)P(C1=CC=C2C=CC3=CC=CC4=CC=C1C2=C34)C3=CC=CC=C3 (diphenylpyrenylphosphine). Procedure: Bromopyrene (5 mmol, 1.41 g) was charged and dissolved in THF (25 ml). After the solution was cooled to −78° C., n-BuLi (5.5 mmol, 2.08 ml, 2.64 M, 1.1 eq) was slowly added dropwise to the solution and the mixture was stirred for 2 hours. Then, diphenylphosphine chloride (5 mmol, 0.92 ml, 1 eq) was slowly added dropwise to the mixture, followed by stirring overnight. Saturated NH4Cl (10 mL) was added to the mixture. The THF layer was separated from the aqueous layer. The aqueous layer was extrac... The reactants are BrC1=CC=C2C=CC3=CC=CC4=CC=C1C2=C34 (Bromopyrene), [NH4+].[Cl-] (NH4Cl), [Li]CCCC (n-BuLi), [Cl-].C1(=CC=CC=C1)PC1=CC=CC=C1 (diphenylphosphine chloride). The reactants are C(C1=CC=CC=C1)OC1=CC(=CC=2N(C(=NC21)CC)C)Br (4-Benzyloxy-6-bromo-2-ethyl-1-methyl-1H-benzimidazole), C(=O)=O (CO2), C1(=CC=CC=C1)P(C1=CC=CC=C1)C1=CC=CC=C1 (triphenylphosphine), CNC (dimethylamine). The reagents and catalysts are C(C)(=O)[O-].[Pd+2].C(C)(=O)[O-] (palladium(II) acetate). Product: CN(C(=O)C1=CC2=C(N=C(N2C)CC)C(=C1)OCC1=CC=CC=C1)C (7-Benzyloxy-2-ethyl-3-methyl-3H-benzimidazole-5-carboxylic Acid Dimethylamide). Isolated yield 91.0%. As a reaction SMILES: [CH2:1]([O:8][C:9]1[C:17]2[N:16]=[C:15]([CH2:18][CH3:19])[N:14]([CH3:20])[C:13]=2[CH:12]=[C:11](Br)[CH:10]=1)[C:2]1[CH:7]=[CH:6][CH:5]=[CH:4][CH:3]=1.C1(P(C2C=CC=CC=2)C2C=CC=CC=2)C=CC=CC=1.[CH3:41][NH:42][CH3:43].[C:44](=[O:46])=O>C([O-])(=O)C.[Pd+2].C([O-])(=O)C>[CH3:41][N:42]([CH3:43])[C:44]([C:11]1[CH:10]=[C:9]([O:8][CH2:1][C:2]2[CH:7]=[CH:6][CH:5]=[CH:4][CH:3]=2)[C:17]2[N:16]=[C:15]([CH2:18][CH3:19])[N:14]([CH3:20])[C:13]=2[CH:12]=1)=[O:46] |f:4.5.6|. Procedure: 10 g (29 mmol) 4-Benzyloxy-6-bromo-2-ethyl-1-methyl-1H-benzimidazole, 4.6 g (17.4 mmol) triphenylphosphine, 1.0 g (4.3 mmol) palladium(II) acetate in 145 ml (290 mmol) dimethylamine (2 M in THF) were transferred to an autoclave and carbonylated (6 bar CO2) at 120° C. for 24 h. The catalyst was filtered off and the filtrate was concentrated in vacuo. Purification of the residue by column chromatography on silica gel (dichloromethane/methanol=93:7) and crystallization from diethyl ether afforded 1... The reactants are CCOC(C)=O, COc1ccc2c(Oc3ccc(C=O)cc3)c(-c3cccc(F)c3)ccc2c1, O, OO, O=S(=O)(O)O. Yields the product COc1ccc2c(Oc3ccc(O)cc3)c(-c3cccc(F)c3)ccc2c1. Reaction SMILES: [CH3:36][CH2:37][O:38][C:39](=[O:40])[CH3:41].[F:1][c:2]1[cH:3][c:4](-[c:8]2[c:9]([O:20][c:21]3[cH:22][cH:23][c:24]([CH:25]=[O:26])[cH:27][cH:28]3)[c:10]3[cH:11][cH:12][c:13]([O:18][CH3:19])[cH:14][c:15]3[cH:16][cH:17]2)[cH:5][cH:6][cH:7]1.[OH2:42].[OH:29][OH:30].[S:31]([OH:32])(=[O:33])(=[O:34])[OH:35]>>[F:1][c:2]1[cH:3][c:4](-[c:8]2[c:9]([O:20][c:21]3[cH:22][cH:23][c:24]([OH:32])[cH:27][cH:28]3)[c:10]3[cH:11][cH:12][c:13]([O:18][CH3:19])[cH:14][c:15]3[cH:16][cH:17]2)[cH:5][cH:6][cH:7]1. Reagents/catalysts: [Pd] (Pd/C). Yields the product CN(S(=O)(=O)C1=CC=C(C=C1)CCC(=O)OC)CC1=CC=C(C=C1)OC (N-methyl-N-(4-methoxybenzyl)-4-(2-(methoxycarbonyl)ethyl)phenylsulfonamide). Procedure details: To a suspension of the sulfonamide of Example 331 (c) (2.1 g, 4.54 mmol) in ethanol (125 mL) under nitrogen was added 10% Pd/C (0.6 g). The mixture was placed on a Parr hydrogenator at 50 psi of hydrogen for 2 hours, the catalyst was removed by filtration and the solvent was removed in vacuo. The residue was recrystallized from Et2O/MeOH, extracted with CH2Cl2, washed with water, then brine and was dried over MgSO4. The solvent was removed in vacuo to afford 1.41 g (82%) of N-methyl-N-(4-methoxy... The reactants are CN(S(=O)(=O)C1=CC=C(C=C1)C=CC(=O)OC)CC1=CC=C(C=C1)OC (N-Methyl-N-(4-methoxybenzyl)-4-(2-(methoxycarbonyl)ethenyl)phenylsulfonamid), [H][H] (hydrogen). RXN SMILES: [CH3:1][N:2]([CH2:18][C:19]1[CH:24]=[CH:23][C:22]([O:25][CH3:26])=[CH:21][CH:20]=1)[S:3]([C:6]1[CH:11]=[CH:10][C:9]([CH:12]=[CH:13][C:14]([O:16][CH3:17])=[O:15])=[CH:8][CH:7]=1)(=[O:5])=[O:4].[H][H]>C(O)C.[Pd]>[CH3:1][N:2]([CH2:18][C:19]1[CH:20]=[CH:21][C:22]([O:25][CH3:26])=[CH:23][CH:24]=1)[S:3]([C:6]1[CH:11]=[CH:10][C:9]([CH2:12][CH2:13][C:14]([O:16][CH3:17])=[O:15])=[CH:8][CH:7]=1)(=[O:4])=[O:5]. The solvent is C(C)O (ethanol). Isolated yield 82.3%.